This data is from the Open Reaction Database (ORD), a public repository of structured organic reaction records. The task is: describe an organic reaction: reactants, conditions, products, and yield The reactants are C1(CCC1)[C@@H](CN1CC(C1)O)NC ((S)-1-(2-cyclobutyl-2-(methylamino)ethyl)azetidin-3-ol), CCN(C(C)C)C(C)C (DIPEA), C(#N)C1=CC=C(C(=O)O)C=C1 (4-cyanobenzoic acid), CN(C)C(=[N+](C)C)ON1C2=C(C=CC=C2)N=N1.[B-](F)(F)(F)F (TBTU). Solvent: C(Cl)Cl (DCM), C(Cl)Cl (DCM). Conditions: time 5 minute. The product is C(#N)C1=CC=C(C(=O)N(C)[C@H](CN2CC(C2)O)C2CCC2)C=C1 ((S)-4-Cyano-N-(1-cyclobutyl-2-(3-hydroxyazetidin-1-yl)ethyl)-N-methylbenzamide). Yield: 64.9%. Reaction SMILES: CCN(C(C)C)C(C)C.[C:10]([C:12]1[CH:20]=[CH:19][C:15]([C:16]([OH:18])=O)=[CH:14][CH:13]=1)#[N:11].CN(C(ON1N=NC2C=CC=CC1=2)=[N+](C)C)C.[B-](F)(F)(F)F.[CH:43]1([C@H:47]([NH:54][CH3:55])[CH2:48][N:49]2[CH2:52][CH:51]([OH:53])[CH2:50]2)[CH2:46][CH2:45][CH2:44]1>C(Cl)Cl>[C:10]([C:12]1[CH:13]=[CH:14][C:15]([C:16]([N:54]([C@@H:47]([CH:43]2[CH2:46][CH2:45][CH2:44]2)[CH2:48][N:49]2[CH2:50][CH:51]([OH:53])[CH2:52]2)[CH3:55])=[O:18])=[CH:19][CH:20]=1)#[N:11] |f:2.3|. Procedure details: DIPEA (2.504 mL, 14.38 mmol) was added to a stirred suspension of 4-cyanobenzoic acid (0.670 g, 4.55 mmol) and TBTU (1.462 g, 4.55 mmol) in DCM (10 mL) at rt. The suspension was stirred for 5 min before it was cooled on an ice-bath. A solution of (S)-1-(2-cyclobutyl-2-(methylamino)ethyl)azetidin-3-ol (Compound Z2.1) (0.960 g, 4.79 mmol) in DCM (10 mL) was added over 5 min. The ice-bath was removed after 10 min and the reaction was stirred at rt for 3 h. The reaction mixture was diluted with DCM ...